This data is from the Open Reaction Database (ORD), a public repository of structured organic reaction records. The task is: describe an organic reaction: reactants, conditions, products, and yield Reactants: Cc1cc(N)cnc1-c1ccc(C(F)(F)F)cc1, Cl, [Na+], O=[N+]([O-])[O-], O. Yields the product Cc1cc(O)cnc1-c1ccc(C(F)(F)F)cc1. RXN SMILES: [CH3:1][c:2]1[cH:3][c:4]([NH2:18])[cH:5][n:6][c:7]1-[c:8]1[cH:9][cH:10][c:11]([C:14]([F:15])([F:16])[F:17])[cH:12][cH:13]1.[ClH:24].[Na+:19].[O-:20][N+:21](=[O:22])[O-:23].[OH2:25]>>[CH3:1][c:2]1[cH:3][c:4]([OH:20])[cH:5][n:6][c:7]1-[c:8]1[cH:9][cH:10][c:11]([C:14]([F:15])([F:16])[F:17])[cH:12][cH:13]1.